Dataset: the Open Reaction Database (ORD), a public repository of structured organic reaction records. Task: describe an organic reaction: reactants, conditions, products, and yield As a reaction SMILES: [N:1]1[CH:6]=[CH:5][N:4]=[CH:3][C:2]=1[CH2:7][NH:8][CH2:9][CH2:10][NH2:11].[CH3:12][N:13]([CH3:19])[CH2:14][CH2:15][N:16]=[C:17]=[S:18]>>[CH3:12][N:13]([CH3:19])[CH2:14][CH2:15][NH:16][C:17]([NH:11][CH2:10][CH2:9][NH:8][CH2:7][C:2]1[CH:3]=[N:4][CH:5]=[CH:6][N:1]=1)=[S:18]. Procedure details: By the procedure of Example 40 (a), treating N-(2-pyrazinylmethyl)ethylenediamine with 2-dimethylaminoethyl isothiocyanate gives the title compound. Product: CN(CCNC(=S)NCCNCC1=NC=CN=C1)C (N-(2-Dimethylaminoethyl)-N'-[2-(2-pyrazinylmethylamino)-ethyl]thiourea). Starting materials: ( a ), N1=C(C=NC=C1)CNCCN (N-(2-pyrazinylmethyl)ethylenediamine), CN(CCN=C=S)C (2-dimethylaminoethyl isothiocyanate). Starting materials: [N+](=O)([O-])C1=CC=C(C(=O)C=2N(C=CC2)COCC[Si](C)(C)C)C=C1 (2-(4-nitrobenzoyl)-1-(2-trimethylsilylethoxymethyl)pyrrole). The reagents and catalysts are [Fe] (Iron). The solvent is C(C)(=O)O (acetic acid). Run at time 2 hour. The product is NC1=CC=C(C(=O)C=2N(C=CC2)COCC[Si](C)(C)C)C=C1 (2-(4-aminobenzoyl)-1-(2-trimethylsilylethoxymethyl)pyrrole). Yield: 92.8%. As a reaction SMILES: [N+:1]([C:4]1[CH:24]=[CH:23][C:7]([C:8]([C:10]2[N:11]([CH2:15][O:16][CH2:17][CH2:18][Si:19]([CH3:22])([CH3:21])[CH3:20])[CH:12]=[CH:13][CH:14]=2)=[O:9])=[CH:6][CH:5]=1)([O-])=O>C(O)(=O)C.[Fe]>[NH2:1][C:4]1[CH:5]=[CH:6][C:7]([C:8]([C:10]2[N:11]([CH2:15][O:16][CH2:17][CH2:18][Si:19]([CH3:20])([CH3:21])[CH3:22])[CH:12]=[CH:13][CH:14]=2)=[O:9])=[CH:23][CH:24]=1. Reported procedure: Iron powder (0.52 g) was added in three portions to a stirred solution of 2-(4-nitrobenzoyl)-1-(2-trimethylsilylethoxymethyl)pyrrole (0.59 g. 1.7 mM) in acetic acid at 65° C. Heating was continued for 2 hours and solvent was evaporated and the residue partitioned between EtOAc and water. The organic layer was washed with water, dried (Mg SO4) and evaporated, to give 2-(4-aminobenzoyl)-1-(2-trimethylsilylethoxymethyl)pyrrole as an oil (0.5 g). MS: 317 (MH+). NMR: −0.18 (9H, s); 0.74 (2H, t) 3.38 ...